This data is from the Open Reaction Database (ORD), a public repository of structured organic reaction records. The task is: describe an organic reaction: reactants, conditions, products, and yield Reactants: O1C=NC2=C1C=CC=C2 (benzoxazole), CN(C)C=O (DMF), BrC1=CC=CC=C1 (bromobenzene), CC(C)(C)[O-].[K+] (t-BuOK). Reagents/catalysts: [Cu]I (Copper(I) iodide). The solvent is hexanes, hexanes, hexanes, C(C)(=O)OCC (ethyl acetate), C(C)(=O)OCC (ethyl acetate). Yields the product C1(=CC=CC=C1)C=1OC2=C(N1)C=CC=C2 (2-phenylbenzoxazole). The yield is 16.9%. RXN SMILES: [O:1]1[C:5]2[CH:6]=[CH:7][CH:8]=[CH:9][C:4]=2[N:3]=[CH:2]1.Br[C:11]1[CH:16]=[CH:15][CH:14]=[CH:13][CH:12]=1.CC([O-])(C)C.[K+].CN(C=O)C>[Cu]I.C(OCC)(=O)C>[C:11]1([C:2]2[O:1][C:5]3[CH:6]=[CH:7][CH:8]=[CH:9][C:4]=3[N:3]=2)[CH:16]=[CH:15][CH:14]=[CH:13][CH:12]=1 |f:2.3|. Procedure details: Copper(I) iodide (19.1 mg, 0.1 mmol), benzoxazole (119 mg, 10.0 mmol), bromobenzene (471 mg, 3.0 mmol), t-BuOK (224 mg, 2.0 mmol), and DMF (1.0 mL). After column chromatography (hexanes, then 10% ethyl acetate in hexanes) and preparative HPLC (5% ethyl acetate in hexanes) 99 mg (51%) of 2-phenylbenzoxazole is obtained. Table I, entry 2. Starting materials: Cc1ccccc1O, CS(C)=O, O=Cc1ccc(F)cc1, [H-], [Na+]. Product: Cc1ccccc1Oc1ccc(C=O)cc1. Reaction SMILES: [CH3:1][c:2]1[cH:3][cH:4][cH:5][cH:6][c:7]1[OH:8].[CH3:20][S:21]([CH3:22])=[O:23].[F:11][c:12]1[cH:13][cH:14][c:15]([CH:16]=[O:17])[cH:18][cH:19]1.[H-:9].[Na+:10]>>[CH3:1][c:2]1[cH:3][cH:4][cH:5][cH:6][c:7]1[O:8][c:12]1[cH:13][cH:14][c:15]([CH:16]=[O:17])[cH:18][cH:19]1. Starting materials: CN(C(=O)OC(C)(C)C)[C@@H]1C[C@@H]([C@H](C1)C1=CC=CC=C1)CN1CCC(CC1)N(CC=C)C(=O)OCC1=CC=C(C=C1)[N+](=O)[O-] (1-(S)-(N-(methyl)-N-(t-butoxycarbonyl)amino)-3-(S)-((4-(N-(4-nitrobenzyloxycarbonyl)-N-(allyl)amino)piperidin-1-yl)methyl)-4-(S)-phenylcyclopentane), CS(=O)(=O)Cl (methylsulfonyl chloride). The product is CN(S(=O)(=O)C)[C@@H]1C[C@@H]([C@H](C1)C1=CC=CC=C1)CN1CCC(CC1)N(CC=C)C(=O)OCC1=CC=C(C=C1)[N+](=O)[O-] (1-(S)-(N-(Methyl)-N-(methylsulfonyl)amino)-3-(S)-((4-(N-(4-nitrobenzyloxycarbonyl)-N-(allyl)amino)piperidin-1-yl)methyl)-4-(S)-phenylcyclopentane). Reaction SMILES: [CH3:1][N:2]([C@H:10]1[CH2:14][C@H:13]([C:15]2[CH:20]=[CH:19][CH:18]=[CH:17][CH:16]=2)[C@@H:12]([CH2:21][N:22]2[CH2:27][CH2:26][CH:25]([N:28]([C:32]([O:34][CH2:35][C:36]3[CH:41]=[CH:40][C:39]([N+:42]([O-:44])=[O:43])=[CH:38][CH:37]=3)=[O:33])[CH2:29][CH:30]=[CH2:31])[CH2:24][CH2:23]2)[CH2:11]1)C(OC(C)(C)C)=O.[CH3:45][S:46](Cl)(=[O:48])=[O:47]>>[CH3:1][N:2]([C@H:10]1[CH2:14][C@H:13]([C:15]2[CH:20]=[CH:19][CH:18]=[CH:17][CH:16]=2)[C@@H:12]([CH2:21][N:22]2[CH2:27][CH2:26][CH:25]([N:28]([C:32]([O:34][CH2:35][C:36]3[CH:41]=[CH:40][C:39]([N+:42]([O-:44])=[O:43])=[CH:38][CH:37]=3)=[O:33])[CH2:29][CH:30]=[CH2:31])[CH2:24][CH2:23]2)[CH2:11]1)[S:46]([CH3:45])(=[O:48])=[O:47]. Reported procedure: Using essentially the same procedure as in Example 16, Step A and B but substituting 1-(S)-(N-(methyl)-N-(t-butoxycarbonyl)amino)-3-(S)-((4-(N-(4-nitrobenzyloxycarbonyl)-N-(allyl)amino)piperidin-1-yl)methyl)-4-(S)-phenylcyclopentane from Example 31 in Step A and methylsulfonyl chloride in Step B, the title compound was prepared. Reactants: CO, COC(=O)CCNc1cc(Oc2ccc(S(C)(=O)=O)cc2Cl)ccc1[N+](=O)[O-], N. The product is CS(=O)(=O)c1ccc(Oc2ccc([N+](=O)[O-])c(NCCC(N)=O)c2)c(Cl)c1. As a reaction SMILES: [CH3:30][OH:31].[N+:1](=[O:2])([O-:3])[c:4]1[c:5]([NH:22][CH2:23][CH2:24][C:25]([O:27][CH3:26])=[O:28])[cH:6][c:7]([O:10][c:11]2[c:12]([Cl:21])[cH:13][c:14]([S:17](=[O:18])(=[O:19])[CH3:20])[cH:15][cH:16]2)[cH:8][cH:9]1.[NH3:29]>>[N+:1](=[O:2])([O-:3])[c:4]1[c:5]([NH:22][CH2:23][CH2:24][C:25](=[O:27])[NH2:29])[cH:6][c:7]([O:10][c:11]2[c:12]([Cl:21])[cH:13][c:14]([S:17](=[O:18])(=[O:19])[CH3:20])[cH:15][cH:16]2)[cH:8][cH:9]1. Starting materials: anhydride, B(OC)(OC)OC (trimethyl borate), FC1=C(C=CC=C1)F (1,2-difluorobenzene), C(C)(C)[N-]C(C)C.[Li+] (lithium diisopropylamide). Run in O (water). The product is 2,3-difluorophenylboronic anhydride, FC1=C(C=CC=C1F)B(O)O (2,3-difluorophenylboronic acid). As a reaction SMILES: [F:1][C:2]1[CH:7]=[CH:6][CH:5]=[CH:4][C:3]=1[F:8].C([N-]C(C)C)(C)C.[Li+].[B:17](OC)([O:20]C)[O:18]C>O>[F:1][C:2]1[C:3]([F:8])=[CH:4][CH:5]=[CH:6][C:7]=1[B:17]([OH:20])[OH:18] |f:1.2|. Procedure: 10 g of trimeric 2,3-difluorophenylboronic anhydride are prepared according to Example 1 from 1,2-difluorobenzene, lithium diisopropylamide and trimethyl borate. The anhydride is dissolved in 200 ml of boiling water. The hot solution is filtered, and the filtrate is allowed to cool slowly to room temperature. The solid is separated off and dried to give 2,3-difluorophenylboronic acid having a melting point of 89° C. The reactants are Cc1ccc2cc(C(=O)O)ccc2n1, COC(=O)c1cc(S(N)(=O)=O)ccc1OC. The reagents and catalysts are C1CCC(CC1)N=C=NC2CCCCC2 (DCC), CCN(C(C)C)C(C)C (DIPEA), C1=CC=C2C(=C1)C(=O)N(C2=O)O (N-Hydroxyphthalimide). Run in CN(C)C=O (DMF), CN(C)C=O (DMF), CN(C)C=O (DMF), CN(C)C=O (DMF), CN(C)C=O (DMF), CN(C)C=O (DMF). Conditions: temperature 25 celsius, time 2 hour. The product is COC(=O)c1cc(S(=O)(=O)NC(=O)c2ccc3nc(C)ccc3c2)ccc1OC. Isolated yield 33.8%. Reaction SMILES: COC(=O)c1cc(S(N)(=O)=O)ccc1OC.Cc1ccc2cc(C(=O)O)ccc2n1.C1CCC(CC1)N=C=NC2CCCCC2.C1=CC=C2C(=C1)C(=O)N(C2=O)O.CCN(C(C)C)C(C)C.CN(C)C=O>>COC(=O)c1cc(S(=O)(=O)NC(=O)c2ccc3nc(C)ccc3c2)ccc1OC.